Dataset: the Open Reaction Database (ORD), a public repository of structured organic reaction records. Task: describe an organic reaction: reactants, conditions, products, and yield Reaction SMILES: [C:1]1([C:7]2[CH:11]=[CH:10][N:9]([C:12]3[N:34]=[CH:33][CH:32]=[CH:31][C:13]=3[C:14]([NH:16][CH:17]([CH2:23][C:24]3[CH:29]=[CH:28][C:27]([F:30])=[CH:26][CH:25]=3)[CH:18]([OH:22])[C:19]([OH:21])=O)=[O:15])[N:8]=2)[CH:6]=[CH:5][CH:4]=[CH:3][CH:2]=1.Cl.[CH3:36][O:37][NH2:38]>>[F:30][C:27]1[CH:26]=[CH:25][C:24]([CH2:23][CH:17]([NH:16][C:14](=[O:15])[C:13]2[CH:31]=[CH:32][CH:33]=[N:34][C:12]=2[N:9]2[CH:10]=[CH:11][C:7]([C:1]3[CH:2]=[CH:3][CH:4]=[CH:5][CH:6]=3)=[N:8]2)[CH:18]([OH:22])[C:19]([NH:38][O:37][CH3:36])=[O:21])=[CH:29][CH:28]=1 |f:1.2|. Yields the product FC1=CC=C(C=C1)CC(C(C(=O)NOC)O)NC(C1=C(N=CC=C1)N1N=C(C=C1)C1=CC=CC=C1)=O (N-(1-(4-Fluorophenyl)-3-hydroxy-4-(methoxyamino)-4-oxo-butan-2-yl)-2-(3-phenyl-1H-pyrazol-1-yl)nicotinamide). The reactants are C1(=CC=CC=C1)C1=NN(C=C1)C1=C(C(=O)NC(C(C(=O)O)O)CC2=CC=C(C=C2)F)C=CC=N1 (3-(2-(3-phenyl-1H-pyrazol-1-yl)nicotinamido)-2-hydroxy-4-(4-fluorophenyl)-butanoic acid), Cl.CON (O-methylhydroxylamine hydrochloride). Procedure details: The reaction was carried out in analogy to reaction step 1.3 by reacting 3-(2-(3-phenyl-1H-pyrazol-1-yl)nicotinamido)-2-hydroxy-4-(4-fluorophenyl)-butanoic acid with O-methylhydroxylamine hydrochloride. ESI-MS [M+H]+: 490.1 Reactants: CC1(CC(CCC1)=O)C (3,3-dimethylcyclohexanone), [Cl-].[NH4+] (ammonium chloride), C[Si](C#N)(C)C (trimethylsilanecarbonitrile), [OH-].[NH4+] (ammonium hydroxide). Procedure details: To a solution of 3,3-dimethylcyclohexanone (1.89 g) in water (3.8 mL) and ethanol (4.5 mL) was added ammonium chloride (920 mg), followed by concentrated ammonium hydroxide solution (2 mL) and trimethylsilanecarbonitrile (1.71 g). The reaction was heated to 70° C. for 18 hours. The reaction was concentrated to dryness, and was partitioned between water and methylene chloride. The layers were separated, and the aqueous layer was extracted with additional methylene chloride (3×25 mL). The combined... The product is NC1(CC(CCC1)(C)C)C#N (1-amino-3,3-dimethylcyclohexanecarbonitrile). Conditions: temperature 70 celsius. Run in O (water), C(C)O (ethanol). As a reaction SMILES: [CH3:1][C:2]1([CH3:9])[CH2:7][CH2:6][CH2:5][C:4](=O)[CH2:3]1.[Cl-].[NH4+:11].[OH-].[NH4+].C[Si](C)(C)[C:16]#[N:17]>O.C(O)C>[NH2:11][C:4]1([C:16]#[N:17])[CH2:5][CH2:6][CH2:7][C:2]([CH3:9])([CH3:1])[CH2:3]1 |f:1.2,3.4|. Starting materials: ClC1=C(C(=O)OC)C=C(C=C1)N1N=NN=C1 (Methyl 2-chloro-5-(1-tetrazolyl)benzoate), [BH4-].[Li+] (lithium borohydride), Cl (HCl). Solvent: C1CCOC1 (THF). Conditions: time 16 hour. Yields the product ClC1=C(CO)C=C(C=C1)N1N=NN=C1 (2-Chloro-5-(1-tetrazolyl)benzyl alcohol). RXN SMILES: [Cl:1][C:2]1[CH:11]=[CH:10][C:9]([N:12]2[CH:16]=[N:15][N:14]=[N:13]2)=[CH:8][C:3]=1[C:4](OC)=[O:5].[BH4-].[Li+].Cl>C1COCC1>[Cl:1][C:2]1[CH:11]=[CH:10][C:9]([N:12]2[CH:16]=[N:15][N:14]=[N:13]2)=[CH:8][C:3]=1[CH2:4][OH:5] |f:1.2|. Procedure: The product from Step B was taken up in 30 mL of THF and 160 mg of lithium borohydride was added. The reaction was stirred for 16 h and was then poured into dilute HCl solution and extracted twice with ethyl acetate. The organic layers were washed with a portion of brine, combined, dried over sodium sulfate and evaporated. When taken up in 50% ethyl acetate in hexanes, the product partially precipitated to give white solid after filtration. The mother liquor was concentrated and additional produ... The reactants are CCO, CCOC(=O)CCN(C)C(=O)c1ccc(NC(c2oc3ccc(OCc4cccnc4)cc3c2C)C2CCCCC2)cc1, [Na+], [OH-]. The product is Cc1c(C(Nc2ccc(C(=O)N(C)CCC(=O)O)cc2)C2CCCCC2)oc2ccc(OCc3cccnc3)cc12. RXN SMILES: [CH3:46][CH2:47][OH:48].[CH:1]1([CH:7]([c:8]2[o:9][c:10]3[c:11]([c:12]2[CH3:13])[cH:14][c:15]([O:18][CH2:19][c:20]2[cH:21][n:22][cH:23][cH:24][cH:25]2)[cH:16][cH:17]3)[NH:26][c:27]2[cH:28][cH:29][c:30]([C:33](=[O:34])[N:35]([CH2:36][CH2:37][C:38](=[O:39])[O:40][CH2:41][CH3:42])[CH3:43])[cH:31][cH:32]2)[CH2:2][CH2:3][CH2:4][CH2:5][CH2:6]1.[Na+:45].[OH-:44]>>[CH:1]1([CH:7]([c:8]2[o:9][c:10]3[c:11]([c:12]2[CH3:13])[cH:14][c:15]([O:18][CH2:19][c:20]2[cH:21][n:22][cH:23][cH:24][cH:25]2)[cH:16][cH:17]3)[NH:26][c:27]2[cH:28][cH:29][c:30]([C:33](=[O:34])[N:35]([CH2:36][CH2:37][C:38](=[O:39])[OH:40])[CH3:43])[cH:31][cH:32]2)[CH2:2][CH2:3][CH2:4][CH2:5][CH2:6]1. Starting materials: COC(=O)c1ccc(S(C)(=O)=O)c(C=O)c1Cl, [I-], [Li+], c1ccncc1. Yields the product CS(=O)(=O)c1ccc(C(=O)O)c(Cl)c1C=O. Reaction SMILES: [Cl:1][c:2]1[c:3]([C:4](=[O:5])[O:6][CH3:7])[cH:8][cH:9][c:10]([S:14](=[O:15])(=[O:16])[CH3:17])[c:11]1[CH:12]=[O:13].[I-:18].[Li+:19].[cH:20]1[cH:21][cH:22][n:23][cH:24][cH:25]1>>[Cl:1][c:2]1[c:3]([C:4](=[O:5])[OH:6])[cH:8][cH:9][c:10]([S:14](=[O:15])(=[O:16])[CH3:17])[c:11]1[CH:12]=[O:13].